Dataset: the Open Reaction Database (ORD), a public repository of structured organic reaction records. Task: describe an organic reaction: reactants, conditions, products, and yield The reactants are C(C)(=O)O (acetic acid), C(C1=CC=CC=C1)N1C[C@@H]([C@@H](CC1)C)N(C=1C2=C(N=CN1)NC=C2)C (N-((3R,4R)-1-benzyl-4-methylpiperidin-3-yl)-N-methyl-7H-pyrrolo[2,3-d]pyrimidin-4-amine), [H][H] (hydrogen), ClCCl (dichloromethane). Reagents/catalysts: [OH-].[OH-].[Pd+2] (Palladium hydroxide on carbon). Run in C(C)(C)O.O (isopropanol water). Run at temperature 50 celsius, time 16 hour. Yields the product CN(C=1C2=C(N=CN1)NC=C2)[C@H]2CNCC[C@H]2C (N-Methyl-N-((3R,4R)-4-methylpiperidin-3-yl)-7H-pyrrolo[2,3-d]pyrimidin-4-amine). Isolated yield 85.2%. As a reaction SMILES: C(O)(=O)C.C([N:12]1[CH2:17][CH2:16][C@@H:15]([CH3:18])[C@@H:14]([N:19]([CH3:29])[C:20]2[C:21]3[CH:28]=[CH:27][NH:26][C:22]=3[N:23]=[CH:24][N:25]=2)[CH2:13]1)C1C=CC=CC=1.[H][H].ClCCl>C(O)(C)C.O.[OH-].[OH-].[Pd+2]>[CH3:29][N:19]([C@@H:14]1[C@H:15]([CH3:18])[CH2:16][CH2:17][NH:12][CH2:13]1)[C:20]1[C:21]2[CH:28]=[CH:27][NH:26][C:22]=2[N:23]=[CH:24][N:25]=1 |f:4.5,6.7.8|. Reported procedure: Palladium hydroxide on carbon (50 mg), and acetic acid (44 mg, 0.72 mmol, 1.00 equiv.) were added to a solution of N-((3R,4R)-1-benzyl-4-methylpiperidin-3-yl)-N-methyl-7H-pyrrolo[2,3-d]pyrimidin-4-amine (250 mg, 0.67 mmol, 1.00 equiv.) in isopropanol/water (10 mL/2 mL). After hydrogen gas was introduced, the resulting mixture was stirred at about 50° C. for about 16 hours. After filtering the mixture, the pH value of the filtrate was adjusted to 8 by adding sodium hydroxide. Standard extractive ... Starting materials: C(C)(=O)SC[C@@H]1C(N[C@H](CCCCCC1)C(=O)O)=O (Trans 3-(acetylthiomethyl)-2-oxo-1-azacyclodecane-10-carboxylic acid), NC=1C=NC=CC1 (3-aminopyridine), ON1N=NC2=C1C=CC=C2 (1-hydroxybenzotriazole), CN1CCOCC1 (4-methylmorpholine), Cl.CN(C)CCCN=C=NCC (N-(dimethylaminopropyl)-N'-ethylcarbodiimide hydrochloride). Solvent: C(Cl)Cl (methylene chloride). Run at temperature 0 celsius, time 8 hour. The product is C(C)(=O)SC[C@@H]1C(N[C@H](CCCCCC1)C(=O)NC=1C=NC=CC1)=O (3-(N-[[trans 3-(acetylthiomethyl)-2-oxo-1-azacyclodecan-10-yl]-carbonyl]-amino)-pyridine). Reaction SMILES: [C:1]([S:4][CH2:5][C@H:6]1[CH2:15][CH2:14][CH2:13][CH2:12][CH2:11][CH2:10][C@H:9]([C:16]([OH:18])=O)[NH:8][C:7]1=[O:19])(=[O:3])[CH3:2].[NH2:20][C:21]1[CH:22]=[N:23][CH:24]=[CH:25][CH:26]=1.ON1C2C=CC=CC=2N=N1.CN1CCOCC1.Cl.CN(CCCN=C=NCC)C>C(Cl)Cl>[C:1]([S:4][CH2:5][C@H:6]1[CH2:15][CH2:14][CH2:13][CH2:12][CH2:11][CH2:10][C@H:9]([C:16]([NH:20][C:21]2[CH:22]=[N:23][CH:24]=[CH:25][CH:26]=2)=[O:18])[NH:8][C:7]1=[O:19])(=[O:3])[CH3:2] |f:4.5|. Reported procedure: Trans 3-(acetylthiomethyl)-2-oxo-1-azacyclodecane-10-carboxylic acid (0.100 g, 0.35 mmol), 3-aminopyridine (0.036 g, 0.38 mmol), 1-hydroxybenzotriazole (0.047 g, 0.35 mmol), and 4-methylmorpholine (0.077 mL, 0.70 mmol) are dissolved in methylene chloride (2.5 mL), and the reaction is cooled to 0° C. To this solution is added N-(dimethylaminopropyl)-N'-ethylcarbodiimide hydrochloride (0.134 g, 0.70 mmol), and the reaction is allowed to warm up to room temperature and then stirred overnight. The r... Starting materials: CNC (dimethylamine), ClC=1C=CC2=C(C(=CCCS2(=O)=O)O)C1 (7-chloro-5-hydroxy-2,3-dihydro-1-benzothiepin-1,1-dioxide). Reagents/catalysts: [Ti](Cl)(Cl)(Cl)Cl (titanium tetrachloride). Run in C1=CC=CC=C1 (benzene), C1=CC=CC=C1 (benzene), C1=CC=CC=C1 (benzene). Reaction conditions: time 0.5 hour. The product is ClC=1C=CC2=C(C(=CCCS2(=O)=O)N(C)C)C1 (7-chloro-5-dimethylamino-2,3-dihydro-1-benzothiepin-1,1-dioxide). RXN SMILES: [Cl:1][C:2]1[CH:3]=[CH:4][C:5]2[S:11](=[O:13])(=[O:12])[CH2:10][CH2:9][CH:8]=[C:7](O)[C:6]=2[CH:15]=1.[CH3:16][NH:17][CH3:18]>C1C=CC=CC=1.[Ti](Cl)(Cl)(Cl)Cl>[Cl:1][C:2]1[CH:3]=[CH:4][C:5]2[S:11](=[O:13])(=[O:12])[CH2:10][CH2:9][CH:8]=[C:7]([N:17]([CH3:18])[CH3:16])[C:6]=2[CH:15]=1. Reported procedure: The starting material is prepared as follows: To the stirred suspension of 1.09 g of 7-chloro-5-hydroxy-2,3-dihydro-1-benzothiepin-1,1-dioxide in 20 ml of benzene the solution of 0.5 g of titanium tetrachloride in 10 ml of benzene is added dropwise while cooling with ice, and the mixture stirred for 1/2 hour at 0°. Thereupon the solution of 0.7 g of dimethylamine in 10 ml of benzene is added dropwise and the mixture allowed to warm up to room temperature. It is filtered, the filtrate evaporated,... The yield is 37.8%. Procedure: A suspension of 2-(((4-chlorophenyl)thio methyl) pyridine, hydrochloride (2.0 g) in methylene chloride (50 ml) at 0° C. was treated with a solution of m-chloroperoxybenzoic acid (1.7 g) in CH2Cl2 (25 ml). The mixture was allowed to warm to ambient temperature and was stirred for 5 hours. The solution was washed with saturated sodium carbonate solution and water, then dried (MgSO4). The residue was dissolved in acetone and converted into the hydrochloride with ethereal HCl. N.m.r. showed approxim... The solvent is C(Cl)Cl (methylene chloride), C(Cl)Cl (CH2Cl2). Yields the product ClC1=CC=C(C=C1)S(=O)CC1=NC=CC=C1 (2-(((4-Chlorophenyl)sulphinyl)methyl)pyridine). RXN SMILES: Cl.[Cl:2][C:3]1[CH:8]=[CH:7][C:6]([S:9][CH2:10][C:11]2[CH:16]=[CH:15][CH:14]=[CH:13][N:12]=2)=[CH:5][CH:4]=1.ClC1C=C(C=CC=1)C(OO)=[O:22]>C(Cl)Cl>[Cl:2][C:3]1[CH:4]=[CH:5][C:6]([S:9]([CH2:10][C:11]2[CH:16]=[CH:15][CH:14]=[CH:13][N:12]=2)=[O:22])=[CH:7][CH:8]=1 |f:0.1|. Reaction conditions: time 5 hour. Starting materials: Cl.ClC1=CC=C(C=C1)SCC1=NC=CC=C1 (((4-chlorophenyl)thio methyl) pyridine, hydrochloride), ClC=1C=C(C(=O)OO)C=CC1 (m-chloroperoxybenzoic acid). The reactants are BrC=1C=C(C=CC1)NC1=NC=NC=2C=C(C(=C(C12)N)OC)OC (N4-(3-bromo-phenyl)-6,7-dimethoxy-quinazoline-4,5-diamine), C(=O)(N1C=NC=C1)N1C=NC=C1 (1,1′-carbonyldiimidazole). Run in ClCCCl (1,2-dichloroethane). Run at temperature 90 celsius, time 4 hour. Yields the product BrC=1C=C(C=CC1)N1C(NC=2C(=C(C=C3N=CN=C1C23)OC)OC)=O (3-(3-bromo-phenyl)-8,9-dimethoxy-1H,3H-1,3,4,6-tetraaza-phenalen-2-one). Reaction SMILES: [Br:1][C:2]1[CH:3]=[C:4]([NH:8][C:9]2[C:18]3[C:17]([NH2:19])=[C:16]([O:20][CH3:21])[C:15]([O:22][CH3:23])=[CH:14][C:13]=3[N:12]=[CH:11][N:10]=2)[CH:5]=[CH:6][CH:7]=1.[C:24](N1C=CN=C1)(N1C=CN=C1)=[O:25]>ClCCCl>[Br:1][C:2]1[CH:3]=[C:4]([N:8]2[C:9]3[C:18]4[C:13]([N:12]=[CH:11][N:10]=3)=[CH:14][C:15]([O:22][CH3:23])=[C:16]([O:20][CH3:21])[C:17]=4[NH:19][C:24]2=[O:25])[CH:5]=[CH:6][CH:7]=1. Procedure details: To a solution of N4-(3-bromo-phenyl)-6,7-dimethoxy-quinazoline-4,5-diamine (0.15 g, 0.40 mmol) (from Example 6, Step B, supra) in 1,2-dichloroethane (50 mL) was added 1,1′-carbonyldiimidazole (0.65 g, 4.0 mmol) (Aldrich). The reaction mixture was heated with stirring at 90° C. for 4 hours. The solvents were evaporated and the residue was purified by chromatography using EtOAc/CH2Cl2/Et3N (1:1:0.05) as eluent to give the desired 3-(3-bromo-phenyl)-8,9-dimethoxy-1H,3H-1,3,4,6-tetraaza-phenalen-2-o... Conditions: time 8 hour. RXN SMILES: [CH2:1]([S:7][CH:8]=[CH:9][CH2:10]Cl)[CH2:2][CH2:3][CH2:4][CH2:5][CH3:6].C(N(C(C)C)CC)(C)C.[CH3:21][OH:22]>CCCCCC>[CH3:21][O:22][CH2:10][CH:9]=[CH:8][S:7][CH2:1][CH2:2][CH2:3][CH2:4][CH2:5][CH3:6]. Reactants: C(CCCCC)SC=CCCl (3-Hexylthio-2-propenyl chloride), C(C)(C)N(CC)C(C)C (diisopropyl ethyl amine), CO (methanol). The product is COCC=CSCCCCCC (3-methoxy-1-hexylthio-1-propene). Reported procedure: 3-Hexylthio-2-propenyl chloride is added to a solution of diisopropyl ethyl amine (3.68 g, 28.5 mmol) in 20 ml of methanol. The mixture is stirred overnight at RT. It is then diluted with hexane, washed with water and with brine and is stripped. The crude product is purified by prep. TLC to give 3-methoxy-1-hexylthio-1-propene. Solvent: CCCCCC (hexane). The reactants are CCC(CC)(c1ccc(-c2cncc(CC(=O)OC)c2)cc1)c1ccc(C#CC2(O)CCCCC2)c(C)c1, CO, [Cl-], [NH4+], [Na+], [OH-]. Yields the product CCC(CC)(c1ccc(-c2cncc(CC(=O)O)c2)cc1)c1ccc(C#CC2(O)CCCCC2)c(C)c1. RXN SMILES: [CH3:3][O:4][C:5]([CH2:6][c:7]1[cH:8][n:9][cH:10][c:11](-[c:13]2[cH:14][cH:15][c:16]([C:19]([CH2:20][CH3:21])([c:22]3[cH:23][c:24]([CH3:37])[c:25]([C:28]#[C:29][C:30]4([OH:36])[CH2:31][CH2:32][CH2:33][CH2:34][CH2:35]4)[cH:26][cH:27]3)[CH2:38][CH3:39])[cH:17][cH:18]2)[cH:12]1)=[O:40].[CH3:43][OH:44].[Cl-:41].[NH4+:42].[Na+:2].[OH-:1]>>[O:4]=[C:5]([CH2:6][c:7]1[cH:8][n:9][cH:10][c:11](-[c:13]2[cH:14][cH:15][c:16]([C:19]([CH2:20][CH3:21])([c:22]3[cH:23][c:24]([CH3:37])[c:25]([C:28]#[C:29][C:30]4([OH:36])[CH2:31][CH2:32][CH2:33][CH2:34][CH2:35]4)[cH:26][cH:27]3)[CH2:38][CH3:39])[cH:17][cH:18]2)[cH:12]1)[OH:40].